Task: describe an organic reaction: reactants, conditions, products, and yield. Dataset: the Open Reaction Database (ORD), a public repository of structured organic reaction records Reactants: CCOCC, CC(C)(C)S(=O)NC1(c2ncccn2)COC1, CO, Cl. The product is Cl, NC1(c2ncccn2)COC1. As a reaction SMILES: [CH3:19][CH2:20][O:21][CH2:22][CH3:23].[CH3:1][C:2]([S:3](=[O:4])[NH:7][C:8]1([c:12]2[n:13][cH:14][cH:15][cH:16][n:17]2)[CH2:9][O:10][CH2:11]1)([CH3:5])[CH3:6].[CH3:24][OH:25].[ClH:18]>>[ClH:18].[NH2:7][C:8]1([c:12]2[n:13][cH:14][cH:15][cH:16][n:17]2)[CH2:9][O:10][CH2:11]1. Starting materials: Example 1 ( b ), C([O-])([O-])=O.[Na+].[Na+] (sodium carbonate), [N+](=O)([O-])C1=C(CN[C@@H](CSC)C(=O)O)C=CC=C1 (N-(2-nitro-benzyl)-S-methyl-cysteine), [H][H] (hydrogen). Reagents/catalysts: [Ni] (Raney nickel). Product: NC1=C(CN[C@@H](CSC)C(=O)O)C=CC=C1 (N-(2-amino-benzyl)-S-methyl-cysteine). Reaction SMILES: [N+:1]([C:4]1[CH:18]=[CH:17][CH:16]=[CH:15][C:5]=1[CH2:6][NH:7][C@H:8]([C:12]([OH:14])=[O:13])[CH2:9][S:10][CH3:11])([O-])=O.[H][H].C(=O)([O-])[O-].[Na+].[Na+]>[Ni]>[NH2:1][C:4]1[CH:18]=[CH:17][CH:16]=[CH:15][C:5]=1[CH2:6][NH:7][C@H:8]([C:12]([OH:14])=[O:13])[CH2:9][S:10][CH3:11] |f:2.3.4|. Reported procedure: N-(2-amino-benzyl)-S-methyl-cysteine of the formula ##STR11## was prepared in analogy to Example 1 (b) by reducing N-(2-nitro-benzyl)-S-methyl-cysteine with hydrogen under pressure in the presence of sodium carbonate and Raney nickel. Melting point: 193° C. The reactants are N(=O)[O-].[Na+] (sodium nitrite), NN.N=1NC(NC(C1C(=O)NN)=O)=O (1,2,4-triazine-3,5-dione-6-carboxylic acid hydrazide hydrazine salt), Cl (hydrochloric acid), hydrazide. Reaction SMILES: NN.[N:3]1[NH:4][C:5](=[O:14])[NH:6][C:7](=[O:13])[C:8]=1[C:9]([NH:11][NH2:12])=[O:10].Cl.[N:16]([O-])=[O:17].[Na+]>O.CN(C)C=O>[N-:16]=[N+:11]=[N-:12].[N:3]1[NH:4][C:5](=[O:14])[NH:6][C:7](=[O:13])[C:8]=1[C:9]([OH:17])=[O:10] |f:0.1,3.4|. Solvent: O (water), CN(C=O)C (N,N-dimethylformamide), O (water). Reported procedure: A solution of 1.01 g. (0.005 mole) of 1,2,4-triazine-3,5-dione-6-carboxylic acid hydrazide hydrazine salt in 50 ml. of water, 20 ml. of 1N hydrochloric acid and 70 ml. of N,N-dimethylformamide was cooled to -3° C. A solution of 0.83 g. (0.012 mole) of sodium nitrite in 4 ml. of water was added to the hydrazide solution and the mixture was stirred at -3° C. to -5° C. for 30 minutes to give in solution the acid azide of 1,2,4-triazine-3,5-dione-6-carboxylic acid. The product is [N-]=[N+]=[N-] (azide), N=1NC(NC(C1C(=O)O)=O)=O (1,2,4-triazine-3,5-dione-6-carboxylic acid). Reaction conditions: time 30 minute. Starting materials: ClC1=CC=C(C=C1)C1=C(C=CC=C1)[N+](=O)[O-] (2-(4-chlorophenyl)nitrobenzene), C1(=CC=CC=C1)NC1=CC=CC=C1 (diphenylamine), C(C)(C)(C)O[Na] (t-butoxysodium), (tris-t-butylphosphine)tetrafluoroborate. The reagents and catalysts are C=1C=CC(=CC1)/C=C/C(=O)/C=C/C2=CC=CC=C2.C=1C=CC(=CC1)/C=C/C(=O)/C=C/C2=CC=CC=C2.[Pd] (bis(dibenzylideneacetone)palladium(0)). The solvent is C1(=CC(=CC=C1)C)C (m-xylene). Reaction conditions: temperature 140 celsius, time 5 hour. Product: C1(=CC=CC=C1)N(C1=CC=C(C=C1)C1=C(C=CC=C1)[N+](=O)[O-])C1=CC=CC=C1 (2-(4-diphenylaminophenyl)nitrobenzene). Isolated yield 47.8%. As a reaction SMILES: Cl[C:2]1[CH:7]=[CH:6][C:5]([C:8]2[CH:13]=[CH:12][CH:11]=[CH:10][C:9]=2[N+:14]([O-:16])=[O:15])=[CH:4][CH:3]=1.[C:17]1([NH:23][C:24]2[CH:29]=[CH:28][CH:27]=[CH:26][CH:25]=2)[CH:22]=[CH:21][CH:20]=[CH:19][CH:18]=1.C(O[Na])(C)(C)C>C1C=CC(/C=C/C(/C=C/C2C=CC=CC=2)=O)=CC=1.C1C=CC(/C=C/C(/C=C/C2C=CC=CC=2)=O)=CC=1.[Pd].C1(C)C=CC=C(C)C=1>[C:24]1([N:23]([C:17]2[CH:18]=[CH:19][CH:20]=[CH:21][CH:22]=2)[C:2]2[CH:7]=[CH:6][C:5]([C:8]3[CH:13]=[CH:12][CH:11]=[CH:10][C:9]=3[N+:14]([O-:16])=[O:15])=[CH:4][CH:3]=2)[CH:25]=[CH:26][CH:27]=[CH:28][CH:29]=1 |f:3.4.5|. Reported procedure: A mixed solution of 2.0 g of 2-(4-chlorophenyl)nitrobenzene, 1.7 g of diphenylamine, 0.99 g of t-butoxysodium, 0.19 g of (tris-t-butylphosphine)tetrafluoroborate, 0.43 g of bis(dibenzylideneacetone)palladium(0) and 30 ml of m-xylene was heated and stirred under a nitrogen gas stream at 140° C. for 5 hours. The solution was cooled to room temperature and filtered through Celite. The filtrate was evaporated, and then the concentrate was purified by silica gel column chromatography and vacuum-dried... The reactants are COc1ccccc1Oc1c(NS(=O)(=O)c2ccc(C(C)(C)C)cc2)nc(N2CCN(C=O)CC2)nc1OCCC(=O)O, CC(C)c1ccccc1N. As a reaction SMILES: [C:1]([CH3:2])([CH3:3])([CH3:4])[c:5]1[cH:6][cH:7][c:8]([S:11](=[O:12])(=[O:13])[NH:14][c:15]2[c:16]([O:35][c:36]3[c:37]([O:42][CH3:43])[cH:38][cH:39][cH:40][cH:41]3)[c:17]([O:29][CH2:30][CH2:31][C:32](=[O:33])[OH:34])[n:18][c:19]([N:21]3[CH2:22][CH2:23][N:24]([CH:27]=[O:28])[CH2:25][CH2:26]3)[n:20]2)[cH:9][cH:10]1.[CH:44]([CH3:45])([CH3:46])[c:47]1[c:48]([NH2:49])[cH:50][cH:51][cH:52][cH:53]1>>[C:1]([CH3:2])([CH3:3])([CH3:4])[c:5]1[cH:6][cH:7][c:8]([S:11](=[O:12])(=[O:13])[NH:14][c:15]2[c:16]([O:35][c:36]3[c:37]([O:42][CH3:43])[cH:38][cH:39][cH:40][cH:41]3)[c:17]([O:29][CH2:30][CH2:31][C:32](=[O:34])[NH:49][c:48]3[c:47]([CH:44]([CH3:45])[CH3:46])[cH:53][cH:52][cH:51][cH:50]3)[n:18][c:19]([N:21]3[CH2:22][CH2:23][N:24]([CH:27]=[O:28])[CH2:25][CH2:26]3)[n:20]2)[cH:9][cH:10]1. Yields the product COc1ccccc1Oc1c(NS(=O)(=O)c2ccc(C(C)(C)C)cc2)nc(N2CCN(C=O)CC2)nc1OCCC(=O)Nc1ccccc1C(C)C. The reactants are CCCCC(C)CC(O)C=CC1C(SCCCCCC(=O)OC)=C(C)CC1O, CC(C)=O, Cl, [NH4+], [NH4+], O=P([O-])([O-])[O-], O=S(=O)([O-])[O-]. Product: CCCCC(C)CC(O)C=CC1C(SCCCCCC(=O)O)=C(C)CC1O. RXN SMILES: [CH3:1][C:2]1=[C:3]([S:4][CH2:5][CH2:6][CH2:7][CH2:8][CH2:9][C:10](=[O:11])[O:12][CH3:13])[CH:14]([CH:18]=[CH:19][CH:20]([CH2:21][CH:22]([CH2:23][CH2:24][CH2:25][CH3:26])[CH3:27])[OH:28])[CH:15]([OH:17])[CH2:16]1.[CH3:42][C:43](=[O:44])[CH3:45].[ClH:34].[NH4+:35].[NH4+:36].[O-:29][P:30](=[O:31])([O-:32])[O-:33].[O-:37][S:38](=[O:39])(=[O:40])[O-:41]>>[CH3:1][C:2]1=[C:3]([S:4][CH2:5][CH2:6][CH2:7][CH2:8][CH2:9][C:10](=[O:11])[OH:12])[CH:14]([CH:18]=[CH:19][CH:20]([CH2:21][CH:22]([CH2:23][CH2:24][CH2:25][CH3:26])[CH3:27])[OH:28])[CH:15]([OH:17])[CH2:16]1. The solvent is C(C)(=O)O (acetic acid). The reagents and catalysts are [Pt]=O (platinum oxide). Starting materials: C(CCC)NC(C1=CN=CC=C1)=O (N-n-Butylnicotinamide). Procedure: N-n-Butylnicotinamide (7.0 g) in acetic acid (100 ml) was hydrogenated over platinum oxide at 50° and 50 p.s.i. The catalyst was removed by filtration, the filtrate evaporated and the residue treated with toluene and evaporated in vacuo. The residue in chloroform (50 ml) was washed with sodium bicarbonate solution (3×50 ml) the organic layer separated, dried (Na2SO4) and the solvent evaporated in vacuo to give as an oil 3-(N-n-butylcarbamoyl)piperidine (3.8 g). RXN SMILES: [CH2:1]([NH:5][C:6](=[O:13])[C:7]1[CH:12]=[CH:11][CH:10]=[N:9][CH:8]=1)[CH2:2][CH2:3][CH3:4]>C(O)(=O)C.[Pt]=O>[CH2:1]([NH:5][C:6]([CH:7]1[CH2:12][CH2:11][CH2:10][NH:9][CH2:8]1)=[O:13])[CH2:2][CH2:3][CH3:4]. Product: C(CCC)NC(=O)C1CNCCC1 (3-(N-n-butylcarbamoyl)piperidine). Isolated yield 52.5%.